From a dataset of the Open Reaction Database (ORD), a public repository of structured organic reaction records. describe an organic reaction: reactants, conditions, products, and yield The reactants are CC(C)(C)OC(=O)N1CCC(C(=O)NC(CCCc2ccccc2)CCCc2ccccc2)CC1, ClCCl, O=C(O)C(F)(F)F. Product: O=C(NC(CCCc1ccccc1)CCCc1ccccc1)C1CCNCC1. Reaction SMILES: [C:1]([O:2][C:3](=[O:4])[N:8]1[CH2:9][CH2:10][CH:11]([C:14]([NH:15][CH:16]([CH2:17][CH2:18][CH2:19][c:20]2[cH:21][cH:22][cH:23][cH:24][cH:25]2)[CH2:26][CH2:27][CH2:28][c:29]2[cH:30][cH:31][cH:32][cH:33][cH:34]2)=[O:35])[CH2:12][CH2:13]1)([CH3:5])([CH3:6])[CH3:7].[CH2:43]([Cl:44])[Cl:45].[OH:36][C:37]([C:38]([F:39])([F:40])[F:41])=[O:42]>>[NH:8]1[CH2:9][CH2:10][CH:11]([C:14]([NH:15][CH:16]([CH2:17][CH2:18][CH2:19][c:20]2[cH:21][cH:22][cH:23][cH:24][cH:25]2)[CH2:26][CH2:27][CH2:28][c:29]2[cH:30][cH:31][cH:32][cH:33][cH:34]2)=[O:35])[CH2:12][CH2:13]1. Starting materials: CC1(OCC2=C(CO1)C=C(C=C2)CO)C ((7,7-dimethyl-5,9-dihydro-6,8-dioxabenzocyclohepten-2-yl)-methanol), N1C=NC=C1 (imidazole), C(C)(C)(C)[Si](C1=CC=CC=C1)(C1=CC=CC=C1)Cl (tert-butylchlorodiphenylsilane). Run in O (water), CN(C=O)C (N,N-dimethylformamide). Conditions: time 2 hour. Product: C(C)(C)(C)[Si](C1=CC=CC=C1)(C1=CC=CC=C1)OCC=1C=CC2=C(COC(OC2)(C)C)C1 (tert-butyl-(7,7-dimethyl-5,9-dihydro-6,8-dioxabenzocyclohepten-2-yl)methoxydiphenylsilane). Reaction SMILES: [CH3:1][C:2]1([CH3:15])[O:8][CH2:7][C:6]2[CH:9]=[C:10]([CH2:13][OH:14])[CH:11]=[CH:12][C:5]=2[CH2:4][O:3]1.N1C=CN=C1.[C:21]([Si:25](Cl)([C:32]1[CH:37]=[CH:36][CH:35]=[CH:34][CH:33]=1)[C:26]1[CH:31]=[CH:30][CH:29]=[CH:28][CH:27]=1)([CH3:24])([CH3:23])[CH3:22]>CN(C)C=O.O>[C:21]([Si:25]([O:14][CH2:13][C:10]1[CH:11]=[CH:12][C:5]2[CH2:4][O:3][C:2]([CH3:15])([CH3:1])[O:8][CH2:7][C:6]=2[CH:9]=1)([C:32]1[CH:37]=[CH:36][CH:35]=[CH:34][CH:33]=1)[C:26]1[CH:27]=[CH:28][CH:29]=[CH:30][CH:31]=1)([CH3:24])([CH3:22])[CH3:23]. Reported procedure: To a solution of 3.227 g (15.495 mM) of (7,7-dimethyl-5,9-dihydro-6,8-dioxabenzocyclohepten-2-yl)-methanol and 1.27 g (18.6 mM) of imidazole in 20 ml of N,N-dimethylformamide was added 4.69 g (17.0 mM) of tert-butylchlorodiphenylsilane at room temperature and the mixture was stirred for 2 hours. This reaction mixture was poured in water and extracted with 3 portions of diethyl ether. The pooled organic layer was dried over MgSO4 and the solvent was distilled off under reduced pressure. The resid... Starting materials: CC=1C=C(C(=O)Cl)C=C(C1)C (3,5-dimethylbenzoyl chloride), methyl ester, COC([C@H](N)CC1=CC=CC=C1)=O ((D)-phenylalanine methyl ester), C1(CCCCC1)=O (cyclohexanone), C(#N)[BH3-].[Na+] (sodium cyanoborohydride), CC=1C=C(C(=O)N([C@H](CC2=CC=CC=C2)C(=O)O)C2CCCCC2)C=C(C1)C (N-(3,5-dimethylbenzoyl)-N-cyclohexyl-(D)-phenylalanine), Cl.COC([C@@H](N)CC1=CNC2=CC=CC=C12)=O ((L)-tryptophan methyl ester hydrochloride). The reagents and catalysts are CN(C)C=1C=CN=CC1 (DMAP). Yields the product CC=1C=C(C(=O)N([C@H](CC2=CC=CC=C2)C(=O)N[C@@H](CC2=CNC3=CC=CC=C23)C(=O)O)C2CCCCC2)C=C(C1)C (N-(3,5-dimethylbenzoyl)-N-cyclohexyl-(D)-phenylalanyl-(L)-tryptophan). RXN SMILES: C[C:2]1[CH:3]=[C:4]([CH:25]=[C:26](C)[CH:27]=1)C(N(C1CCCCC1)[C@@H](C(O)=O)CC1C=CC=CC=1)=O.CO[C:31](=[O:41])[C@@H:32]([CH2:34][C:35]1[CH:40]=[CH:39][CH:38]=[CH:37][CH:36]=1)[NH2:33].C1(=O)CCCCC1.C([BH3-])#N.[Na+].[CH3:53][C:54]1[CH:55]=[C:56]([CH:60]=[C:61]([CH3:63])[CH:62]=1)[C:57](Cl)=[O:58].Cl.C[O:66][C:67](=[O:80])[C@H:68]([CH2:70][C:71]1[C:79]2[C:74](=[CH:75][CH:76]=[CH:77][CH:78]=2)[NH:73][CH:72]=1)[NH2:69]>CN(C1C=CN=CC=1)C>[CH3:53][C:54]1[CH:55]=[C:56]([CH:60]=[C:61]([CH3:63])[CH:62]=1)[C:57]([N:33]([CH:2]1[CH2:3][CH2:4][CH2:25][CH2:26][CH2:27]1)[C@@H:32]([C:31]([NH:69][C@H:68]([C:67]([OH:66])=[O:80])[CH2:70][C:71]1[C:79]2[C:74](=[CH:75][CH:76]=[CH:77][CH:78]=2)[NH:73][CH:72]=1)=[O:41])[CH2:34][C:35]1[CH:36]=[CH:37][CH:38]=[CH:39][CH:40]=1)=[O:58] |f:3.4,6.7|. Reported procedure: Following the procedure described in example 12 and starting from N-(3,5-dimethylbenzoyl)-N-cyclohexyl-(D)-phenylalanine (prepared by reductive alkylation of (D)-phenylalanine methyl ester with cyclohexanone in the presence of sodium cyanoborohydride followed by N-acylation with 3,5-dimethylbenzoyl chloride in the presence of DMAP and hydrolysis of the methyl ester moiety according to example 1 and (L)-tryptophan methyl ester hydrochloride gives N-(3,5-dimethylbenzoyl)-N-cyclohexyl-(D)-phenylala... The reactants are OO (H2O2), NC1=C(C=CC=C1Br)NCC(=O)OCC (ethyl 2-((2-amino-3-bromophenyl)amino)acetate), [OH-].[Na+] (NaOH), Cl (HCl). Run at temperature 95 celsius. The product is BrC=1C=CC=C2N=CC(NC12)=O (8-bromoquinoxalin-2(1H)-one). Yield: 38.0%. Reaction SMILES: OO.[NH2:3][C:4]1[C:9]([Br:10])=[CH:8][CH:7]=[CH:6][C:5]=1[NH:11][CH2:12][C:13]([O:15]CC)=O.[OH-].[Na+].Cl>>[Br:10][C:9]1[CH:8]=[CH:7][CH:6]=[C:5]2[C:4]=1[NH:3][C:13](=[O:15])[CH:12]=[N:11]2 |f:2.3|. Procedure: 30% H2O2 (14.27 ml, 466 mmol) was added to a mixture of ethyl 2-((2-amino-3-bromophenyl)amino)acetate (12.72 g, 46.6 mmol) in 1 N aq. NaOH (58.2 ml, 58.2 mmol) before it was heated to 95° C. for 2 h in a sealed tube behind a blast shield. After cooling the reaction, 1 N HCl (58 ml) was added, and the precipitated solid was filtered, washed with water, and dried in a vacuum oven (50° C., over the 3 d) to give 8-bromoquinoxalin-2(1H)-one (210d, 38% yield over two steps) as a brown solid. MS (ESI, ... Starting materials: [H-].[Na+] (sodium hydride), C1=CC=CC=2N(CC3=C(CC21)C=CC=C3)C(=O)C3=CC=C(C=C3)NC(C3=C(C=CC=C3)C)=O (N-[4-[(6,11-dihydro-5H-dibenz[b,e]azepin-5-yl)carbonyl]phenyl]-2-methylbenzamide), O1CCCC1 (tetrahydrofuran), [I-].CC=[N+]=CC (N,N-dimethylmethylene ammonium iodide). The solvent is CCOCC (ether). Run at time 1 hour. The product is C1=CC=CC=2N(CC3=C(CC21)C=CC=C3)C(=O)C3=CC=C(C=C3)N(C(C3=C(C=CC=C3)C)=O)CN(C)C (N-[4-[(6,11-Dihydro-5H-dibenz[b,e]azepin-5-yl)-carbonyl]phenyl]-N-[(dimethylamino)methyl]-2-methylbenzamide). RXN SMILES: [H-].[Na+].[CH:3]1[C:13]2[CH2:12][C:11]3[CH:14]=[CH:15][CH:16]=[CH:17][C:10]=3[CH2:9][N:8]([C:18]([C:20]3[CH:25]=[CH:24][C:23]([NH:26][C:27](=[O:35])[C:28]4[CH:33]=[CH:32][CH:31]=[CH:30][C:29]=4[CH3:34])=[CH:22][CH:21]=3)=[O:19])[C:7]=2[CH:6]=[CH:5][CH:4]=1.[I-].C[CH:38]=[N+:39]=[CH:40]C.O1CCC[CH2:43]1>CCOCC>[CH:3]1[C:13]2[CH2:12][C:11]3[CH:14]=[CH:15][CH:16]=[CH:17][C:10]=3[CH2:9][N:8]([C:18]([C:20]3[CH:25]=[CH:24][C:23]([N:26]([CH2:38][N:39]([CH3:40])[CH3:43])[C:27](=[O:35])[C:28]4[CH:33]=[CH:32][CH:31]=[CH:30][C:29]=4[CH3:34])=[CH:22][CH:21]=3)=[O:19])[C:7]=2[CH:6]=[CH:5][CH:4]=1 |f:0.1,3.4|. Procedure: To a suspension of 14 mg of 60% sodium hydride in oil, in 2 ml of tetrahydrofuran is added 0.13 g of N-[4-[(6,11-dihydro-5H-dibenz[b,e]azepin-5-yl)carbonyl]phenyl]-2-methylbenzamide. The reactants are stirred for 1 hour and 62 mg of N,N-dimethylmethylene ammonium iodide added followed by stirring for 2 hours. The mixture is diluted with 10 ml of ether and filtered. The filtrate is evaporated in vacuo to a residue which is stirred with hexanes to give 0.13 g of the desired product as a white soli...